This data is from the Open Reaction Database (ORD), a public repository of structured organic reaction records. The task is: describe an organic reaction: reactants, conditions, products, and yield Reactants: BrCCCCBr, [Na], C1CCOC1, O, Sc1ccccc1. The product is O=S(=O)(CCCCBr)c1ccccc1. RXN SMILES: [Br:9][CH2:10][CH2:11][CH2:12][CH2:13][Br:14].[Na:1].[O:15]1[CH2:16][CH2:17][CH2:18][CH2:19]1.[OH2:20].[c:2]1([SH:8])[cH:3][cH:4][cH:5][cH:6][cH:7]1>>[c:2]1([S:8]([CH2:13][CH2:12][CH2:11][CH2:10][Br:9])(=[O:15])=[O:20])[cH:3][cH:4][cH:5][cH:6][cH:7]1. Reactants: NC[C@H]1N(CCC[C@H]1C)C(=O)C1=C(C=CC(=C1)C)C1=NC=CC=C1 (((2S,3R)-2-(aminomethyl)-3-methylpiperidin-1-yl)(5-methyl-2-(pyridin-2-yl)phenyl)methanone), ClC1=NC=C(C=N1)C#N (2-chloropyrimidine-5-carbonitrile). Product: C[C@H]1[C@H](N(CCC1)C(C1=C(C=CC(=C1)C)C1=NC=CC=C1)=O)CNC1=NC=C(C=N1)C#N (2-((((2S,3R)-3-Methyl-1-(5-methyl-2-(pyridin-2-yl)benzoyl)piperidin-2-yl)methyl)amino)pyrimidine-5-carbonitrile). As a reaction SMILES: [NH2:1][CH2:2][C@@H:3]1[C@H:8]([CH3:9])[CH2:7][CH2:6][CH2:5][N:4]1[C:10]([C:12]1[CH:17]=[C:16]([CH3:18])[CH:15]=[CH:14][C:13]=1[C:19]1[CH:24]=[CH:23][CH:22]=[CH:21][N:20]=1)=[O:11].Cl[C:26]1[N:31]=[CH:30][C:29]([C:32]#[N:33])=[CH:28][N:27]=1>>[CH3:9][C@@H:8]1[CH2:7][CH2:6][CH2:5][N:4]([C:10](=[O:11])[C:12]2[CH:17]=[C:16]([CH3:18])[CH:15]=[CH:14][C:13]=2[C:19]2[CH:24]=[CH:23][CH:22]=[CH:21][N:20]=2)[C@@H:3]1[CH2:2][NH:1][C:26]1[N:31]=[CH:30][C:29]([C:32]#[N:33])=[CH:28][N:27]=1. Procedure details: The title compound was prepared following the same general protocol as described for Example A1, using ((2S,3R)-2-(aminomethyl)-3-methylpiperidin-1-yl)(5-methyl-2-(pyridin-2-yl)phenyl)methanone and 2-chloropyrimidine-5-carbonitrile. ESI-MS (m/z): 427 [M+1]+.